From a dataset of the Open Reaction Database (ORD), a public repository of structured organic reaction records. describe an organic reaction: reactants, conditions, products, and yield Reactants: FC(S(=O)(=O)OC1=NC(=C(C=C1)N1CCCN2C1=NC1=C2C(=CC=C1Cl)C(C(F)(F)F)OC(F)F)C)(F)F (5-{9-chloro-6-[1-(difluoromethoxy)-2,2,2-trifluoroethyl]-3,4-dihydropyrimido[1,2-a]benzimidazol-1(2H)-yl}-6-methylpyridin-2-yl trifluoromethanesulfonate), C1(CC1)N (cyclopropylamine). Reaction conditions: temperature 60 celsius, time 25.5 hour. Product: ClC1=CC=C(C=2N3C(=NC21)N(CCC3)C=3C=CC(=NC3C)NC3CC3)C(C(F)(F)F)OC(F)F (5-{9-Chloro-6-[1-(difluoromethoxy)-2,2,2-trifluoroethyl]-3,4-dihydropyrimido[1,2-a]benzimidazol-1(2H)-yl}-N-cyclopropyl-6-methylpyridin-2-amine). Yield: 42.0%. Reaction SMILES: FC(F)(F)S(O[C:7]1[CH:12]=[CH:11][C:10]([N:13]2[C:18]3=[N:19][C:20]4[C:25]([Cl:26])=[CH:24][CH:23]=[C:22]([CH:27]([O:32][CH:33]([F:35])[F:34])[C:28]([F:31])([F:30])[F:29])[C:21]=4[N:17]3[CH2:16][CH2:15][CH2:14]2)=[C:9]([CH3:36])[N:8]=1)(=O)=O.[CH:39]1([NH2:42])[CH2:41][CH2:40]1>>[Cl:26][C:25]1[C:20]2[N:19]=[C:18]3[N:13]([C:10]4[CH:11]=[CH:12][C:7]([NH:42][CH:39]5[CH2:41][CH2:40]5)=[N:8][C:9]=4[CH3:36])[CH2:14][CH2:15][CH2:16][N:17]3[C:21]=2[C:22]([CH:27]([O:32][CH:33]([F:35])[F:34])[C:28]([F:29])([F:30])[F:31])=[CH:23][CH:24]=1. Reported procedure: A mixture of 5-{9-chloro-6-[1-(difluoromethoxy)-2,2,2-trifluoroethyl]-3,4-dihydropyrimido[1,2-a]benzimidazol-1(2H)-yl}-6-methylpyridin-2-yl trifluoromethanesulfonate (130.4 mg, 0.219 mmol) and cyclopropylamine (2.0 mL) was stirred at 60° C. for 25.5 hrs. The reaction mixture was concentrated in vacuo. The residue was purified by silica gel column chromatography eluting with a 10-60% ethyl acetate/n-hexane gradient mixture. The resulting solid was recrystallized from ethyl acetate/n-hexane to giv... Starting materials: C=CC(=O)Cl, CC(C)(C)OC(=O)NOC(=O)OC(C)(C)C, CCN(C(C)C)C(C)C, ClCCl, O. Product: C=CC(=O)NOC(=O)OC(C)(C)C. As a reaction SMILES: [C:1]([CH:2]=[CH2:3])(=[O:4])[Cl:5].[C:6]([CH3:7])([CH3:8])([CH3:9])[O:10][C:11](=[O:12])[O:13][NH:14][C:15](=[O:16])[O:17][C:18]([CH3:19])([CH3:20])[CH3:21].[CH:22]([N:23]([CH2:24][CH3:25])[CH:26]([CH3:27])[CH3:28])([CH3:29])[CH3:30].[Cl:32][CH2:33][Cl:34].[OH2:31]>>[C:1]([CH:2]=[CH2:3])(=[O:4])[NH:14][O:13][C:11]([O:10][C:6]([CH3:7])([CH3:8])[CH3:9])=[O:12]. Starting materials: C(C1=CC=CC=C1)OC(=O)N1CC2(CC1C(=O)O)CCN(CC2)C2=NC(=NC(=C2)O[C@@H](C(F)(F)F)C2=C(C=C(C=C2)Cl)N2N=C(C=C2)C)S(=O)(=O)C (2-((benzyloxy)carbonyl)-8-(6-((R)-1-(4-chloro-2-(3-methyl-1H-pyrazol-1-yl)phenyl)-2,2,2-trifluoroethoxy)-2-(methylsulfonyl)pyrimidin-4-yl)-2,8-diazaspiro[4.5]decane-3-carboxylic acid), C1(=CC=CC=C1)O (phenol), C(=O)([O-])[O-].[Cs+].[Cs+] (Cs2CO3), Cl (HCl). Run in O1CCOCC1 (1,4-dioxane), O (water). Reaction conditions: temperature 70 celsius. The product is C(C1=CC=CC=C1)OC(=O)N1CC2(CC1C(=O)O)CCN(CC2)C2=NC(=NC(=C2)O[C@@H](C(F)(F)F)C2=C(C=C(C=C2)Cl)N2N=C(C=C2)C)OC2=CC=CC=C2 (2-((benzyloxy)carbonyl)-8-(6-((R)-1-(4-chloro-2-(3-methyl-1H-pyrazol-1-yl)phenyl)-2,2,2-trifluoroethoxy)-2-phenoxypyrimidin-4-yl)-2,8-diazaspiro[4.5]decane-3-carboxylic acid). RXN SMILES: [CH2:1]([O:8][C:9]([N:11]1[CH:15]([C:16]([OH:18])=[O:17])[CH2:14][C:13]2([CH2:23][CH2:22][N:21]([C:24]3[CH:29]=[C:28]([O:30][C@H:31]([C:36]4[CH:41]=[CH:40][C:39]([Cl:42])=[CH:38][C:37]=4[N:43]4[CH:47]=[CH:46][C:45]([CH3:48])=[N:44]4)[C:32]([F:35])([F:34])[F:33])[N:27]=[C:26](S(C)(=O)=O)[N:25]=3)[CH2:20][CH2:19]2)[CH2:12]1)=[O:10])[C:2]1[CH:7]=[CH:6][CH:5]=[CH:4][CH:3]=1.[C:53]1([OH:59])[CH:58]=[CH:57][CH:56]=[CH:55][CH:54]=1.C([O-])([O-])=O.[Cs+].[Cs+].Cl>O1CCOCC1.O>[CH2:1]([O:8][C:9]([N:11]1[CH:15]([C:16]([OH:18])=[O:17])[CH2:14][C:13]2([CH2:23][CH2:22][N:21]([C:24]3[CH:29]=[C:28]([O:30][C@H:31]([C:36]4[CH:41]=[CH:40][C:39]([Cl:42])=[CH:38][C:37]=4[N:43]4[CH:47]=[CH:46][C:45]([CH3:48])=[N:44]4)[C:32]([F:35])([F:34])[F:33])[N:27]=[C:26]([O:59][C:53]4[CH:58]=[CH:57][CH:56]=[CH:55][CH:54]=4)[N:25]=3)[CH2:20][CH2:19]2)[CH2:12]1)=[O:10])[C:2]1[CH:7]=[CH:6][CH:5]=[CH:4][CH:3]=1 |f:2.3.4|. Reported procedure: To a solution of 2-((benzyloxy)carbonyl)-8-(6-((R)-1-(4-chloro-2-(3-methyl-1H-pyrazol-1-yl)phenyl)-2,2,2-trifluoroethoxy)-2-(methylsulfonyl)pyrimidin-4-yl)-2,8-diazaspiro[4.5]decane-3-carboxylic acid (300 mg, 0.393 mmol) in 1,4-dioxane (10 mL) was added phenol (74 mg, 0.79 mmol), Cs2CO3 (512 mg, 1.5 mmol), and the reaction was heated to 70° C. for 21 h. The reaction was then cooled to RT, diluted with water, acidified to pH<1 with 1 N HCl, and extracted with EtOAc. The combined organic layers we... Reactants: N(=[N+]=[N-])C(C(=O)O)CCC (2-azidopentanoic acid), C(C(=O)Cl)(=O)Cl (oxalyl chloride), CN(C=O)C (N,N-dimethyl formamide). Solvent: ClCCl (dichloromethane). Yields the product N(=[N+]=[N-])C(C(=O)Cl)CCC (2-Azidopentanoic acid chloride). Yield: 89.0%. RXN SMILES: [N:1]([CH:4]([CH2:8][CH2:9][CH3:10])[C:5](O)=[O:6])=[N+:2]=[N-:3].C(Cl)(=O)C([Cl:14])=O.CN(C)C=O>ClCCl>[N:1]([CH:4]([CH2:8][CH2:9][CH3:10])[C:5]([Cl:14])=[O:6])=[N+:2]=[N-:3]. Procedure details: A solution of (2R and 2S) 2-azidopentanoic acid (2.213 g, 15.46 mmol) in dry dichloromethane (20 ml) was treated with oxalyl chloride (1.57 ml, 18.55 mmol) and a drop of N,N-dimethyl formamide. After the evolution of gas had ceased (2 h), the solvent was evaporated under reduced pressure and the residual liquid was distilled off (bulb to bulb) under vacuum to give 2.224 g (89%) of a clear oil: bp 50°-55° C./5 torr (air bath temperature); ir (film) νmax : 2105 (N3), 1785 cm-1 (C=O), 1Hmr (CDCl3) ...